This data is from the Open Reaction Database (ORD), a public repository of structured organic reaction records. The task is: describe an organic reaction: reactants, conditions, products, and yield Reactants: CN(C)C=O, Cc1ccc(C(=O)O)cc1[N+](=O)[O-]. Product: CN(C)C=Cc1ccc(C(=O)O)cc1[N+](=O)[O-]. RXN SMILES: [CH3:14][N:15]([CH:16]=[O:17])[CH3:18].[CH3:1][c:2]1[c:3]([N+:11](=[O:12])[O-:13])[cH:4][c:5]([C:6](=[O:7])[OH:8])[cH:9][cH:10]1>>[CH:1]([c:2]1[c:3]([N+:11](=[O:12])[O-:13])[cH:4][c:5]([C:6](=[O:7])[OH:8])[cH:9][cH:10]1)=[CH:16][N:15]([CH3:14])[CH3:18]. Starting materials: C(C=1C(N)=CC=CC1)(=O)O (anthranilic acid), ClC1=NC=C(C(=O)O)C=C1 (6-chloronicotinic acid), Cl (HCl). Run in C(C)O (ethanol). Yields the product O=C1N2C(=NC3=CC=CC=C13)C=CC(=C2)C(=O)O (11-oxo-11H-pyrido[2,1-b]quinazoline8-carboxylic acid). The yield is 44.5%. As a reaction SMILES: [C:1]([OH:10])(=O)[C:2]1[C:3](=[CH:5][CH:6]=[CH:7][CH:8]=1)[NH2:4].Cl[C:12]1[CH:20]=[CH:19][C:15]([C:16]([OH:18])=[O:17])=[CH:14][N:13]=1.Cl>C(O)C>[O:10]=[C:1]1[C:2]2[C:3](=[CH:5][CH:6]=[CH:7][CH:8]=2)[N:4]=[C:12]2[CH:20]=[CH:19][C:15]([C:16]([OH:18])=[O:17])=[CH:14][N:13]12. Reported procedure: A reaction mixture containing 4.35g (31.8 mmol) of anthranilic acid, 5.00g (31.8 mmol) of 6-chloronicotinic acid, 3ml of conc. HCl and 80ml of ethanol was heated at reflux for 21 hours. The mixture was cooled and filtered to give 3.40g (38.9%) of the expected product, mp. 323° -325° dec. The analytical sample was obtained by recrystallization from methanol-ether, mp. 323° -325° dec. Reactants: C1(=CC=CC=C1)[Se][C@H]1[C@H](C[C@]2([C@@H]1OCC2)C(=O)N2CC=1C=C(C=NC1CC2)C(F)(F)F)NC(OC(C)(C)C)=O (tert-butyl ((3aS,5S,6S,6aS)-6-(phenylselanyl)-3a-(3-(trifluoromethyl)-5,6,7,8-tetrahydro-1,6-naphthyridine-6-carbonyl)hexahydro-2H-cyclopenta[b]furan-5-yl)carbamate), C[Si](C)(C)[SiH]([Si](C)(C)C)[Si](C)(C)C (tris(trimethylsilyl)silane), CC(C)(C#N)N=NC(C)(C)C#N (AIBN). The solvent is C1=CC=CC=C1 (benzene). Run at time 3 hour. The product is FC(C=1C=NC=2CCN(CC2C1)C(=O)[C@]12[C@H](OCC1)C[C@H](C2)NC(OC(C)(C)C)=O)(F)F (tert-butyl ((3aS,5S,6aR)-3a-(3-(trifluoromethyl)-5,6,7,8-tetrahydro-1,6-naphthyridine-6-carbonyl)hexahydro-2H-cyclopenta[b]furan-5-yl)carbamate). As a reaction SMILES: C1([Se][C@@H:8]2[C@H:12]3[O:13][CH2:14][CH2:15][C@@:11]3([C:16]([N:18]3[CH2:27][CH2:26][C:25]4[N:24]=[CH:23][C:22]([C:28]([F:31])([F:30])[F:29])=[CH:21][C:20]=4[CH2:19]3)=[O:17])[CH2:10][C@@H:9]2[NH:32][C:33](=[O:39])[O:34][C:35]([CH3:38])([CH3:37])[CH3:36])C=CC=CC=1.C[Si]([SiH]([Si](C)(C)C)[Si](C)(C)C)(C)C.CC(N=NC(C#N)(C)C)(C#N)C>C1C=CC=CC=1>[F:31][C:28]([F:29])([F:30])[C:22]1[CH:23]=[N:24][C:25]2[CH2:26][CH2:27][N:18]([C:16]([C@:11]34[CH2:10][C@H:9]([NH:32][C:33](=[O:39])[O:34][C:35]([CH3:37])([CH3:38])[CH3:36])[CH2:8][C@H:12]3[O:13][CH2:14][CH2:15]4)=[O:17])[CH2:19][C:20]=2[CH:21]=1. Procedure details: To a solution of the product of Step E (1.51 g, 2.67 mmol, 1 eq), tris(trimethylsilyl)silane (1.72 mL, 5.34 mmol, 2 eq) and AIBN (438 mg, 2.67 mmol, 1 eq) in benzene (20 mL) was warmed to 80° C. under Ar. After 3 hrs, the solution was concentrated. Purification by chromatography (80 g column) eluting with 50 to 100% EtOAc/heptane afforded the title compound of Step F. 1H NMR (CHLOROFORM-d) δ: 8.72 (br. s., 1H), 7.71 (br. s., 1H), 4.97-5.09 (m, 1H), 4.70-4.91 (m, 2H), 4.56-4.69 (m, 1H), 4.28 (br.... The reactants are resultant mixture, P(=O)(Cl)(Cl)Cl (phosphorous oxychloride), N1=CC=CC2=CC=CC=C12 (quinoline), C([O-])(O)=O.[Na+] (sodium bicarbonate), C(#N)C=1C(=NC=C(C1)C(F)(F)F)O (3-Cyano-2-hydroxy-5-trifluoromethylpyridine). Run in O (water). Yields the product ClC1=NC=C(C=C1C#N)C(F)(F)F (2-Chloro-3-cyano-5-trifluoromethylpyridine). Reaction SMILES: P(Cl)(Cl)([Cl:3])=O.N1C2C(=CC=CC=2)C=CC=1.[C:16]([C:18]1[C:19](O)=[N:20][CH:21]=[C:22]([C:24]([F:27])([F:26])[F:25])[CH:23]=1)#[N:17].C(=O)(O)[O-].[Na+]>O>[Cl:3][C:19]1[C:18]([C:16]#[N:17])=[CH:23][C:22]([C:24]([F:27])([F:26])[F:25])=[CH:21][N:20]=1 |f:3.4|. Procedure details: To a mixture of phosphorous oxychloride (13.4 mL, 144 mmol) and quinoline (8.7 mL, 73 mmol) was added the product from Step C above (24.6 g, 131 mmol) and the resultant mixture was heated to reflux for 3 h. The reaction was cooled to 100° C. before water (70 mL) was slowly added. The mixture was further cooled to room temperature and neutralized by the cautious addition of saturated aqueous sodium bicarbonate solution. The aqueous layer was extracted with three portions of ethyl acetate and the ... The reactants are [Si](C)(C)(C(C)(C)C)OC1=C(C=C(C(=O)OC)C=C1)CC=C (methyl 4-(t-butyldimethylsilyloxy)-3-(2-propen-1-yl)benzoate). The reagents and catalysts are [Pd] (palladium on carbon). The solvent is CO (methanol). Product: [Si](C)(C)(C(C)(C)C)OC1=C(C=C(C(=O)OC)C=C1)CCC (methyl 4-(t-butyldimethylsilyloxy)-3-propylbenzoate). The yield is 80.7%. Reaction SMILES: [Si:1]([O:8][C:9]1[CH:18]=[CH:17][C:12]([C:13]([O:15][CH3:16])=[O:14])=[CH:11][C:10]=1[CH2:19][CH:20]=[CH2:21])([C:4]([CH3:7])([CH3:6])[CH3:5])([CH3:3])[CH3:2]>CO.[Pd]>[Si:1]([O:8][C:9]1[CH:18]=[CH:17][C:12]([C:13]([O:15][CH3:16])=[O:14])=[CH:11][C:10]=1[CH2:19][CH2:20][CH3:21])([C:4]([CH3:7])([CH3:6])[CH3:5])([CH3:2])[CH3:3]. Procedure: A solution of methyl 4-(t-butyldimethylsilyloxy)-3-(2-propen-1-yl)benzoate (14.4 g) (obtained as described in International patent application, publication no. WO 91/11999) in methanol (280 ml) was catalytically hydrogenated over 10% palladium on carbon (2.9 g) at 3 atmospheres pressure for 2 hours. The catalyst was removed by filtration through diatomaceous earth and the filtrate was concentrated by evaporation. The residue was purified by flash chromatography, eluting with ethyl acetate/hexane... The reactants are C(C)N(CC)C=1C=CC2=C(OC(=C2)C=O)C1 (6-(N,N-Diethylamino)-2-formylbenzo[b]furan), C(#N)C1C(OC=C1C1=CC=CC=C1)=O (3-cyano-4-phenyl-2-furanone), [NH4+].[Cl-] (NH4Cl). Run in N1=CC=CC=C1 (pyridine). Run at temperature 80 celsius. The product is C(#N)C=1C(OC(C1C1=CC=CC=C1)=CC1=CC2=C(O1)C=C(C=C2)N(C=C)C=C)=O (3-Cyano-5-[6-(N,N-di-ethenylamino)benzo[b]furanylmethylene]-4-phenyl-2-furanone). Reaction SMILES: [CH2:1]([N:3]([C:6]1[CH:7]=[CH:8][C:9]2[CH:13]=[C:12]([CH:14]=O)[O:11][C:10]=2[CH:16]=1)[CH2:4][CH3:5])[CH3:2].[C:17]([CH:19]1[C:23]([C:24]2[CH:29]=[CH:28][CH:27]=[CH:26][CH:25]=2)=[CH:22][O:21][C:20]1=[O:30])#[N:18].[NH4+].[Cl-]>N1C=CC=CC=1>[C:17]([C:19]1[C:20](=[O:30])[O:21][C:22](=[CH:14][C:12]2[O:11][C:10]3[CH:16]=[C:6]([N:3]([CH:1]=[CH2:2])[CH:4]=[CH2:5])[CH:7]=[CH:8][C:9]=3[CH:13]=2)[C:23]=1[C:24]1[CH:29]=[CH:28][CH:27]=[CH:26][CH:25]=1)#[N:18] |f:2.3|. Reported procedure: To 5 mL of pyridine in a 15 mL round bottom flask was added 217 mg (1 mmol) of the compound of Example 2 and 172 mg (1 mmol) of 3-cyano-4-phenyl-2-furanone. The solution was heated at 80° C. for one hour, cooled and poured into 20 mL dilute NH4Cl. The resulting mixture was extracted 2X with 20 mL 3:2 hexanes Et2O and the combined organic extracts were washed once with 10 mL of water, The organic phase was dried (MgSO4) and the solvent removed by rotary evaporation. The resulting solid was purifi... Starting materials: O=C([O-])[O-], CN(C)C(=O)c1cccc(O)c1, CSc1nc(Cl)c([N+](=O)[O-])c(Cl)n1, [Cs+], [Cs+]. Product: CSc1nc(Cl)c([N+](=O)[O-])c(Oc2cccc(C(=O)N(C)C)c2)n1. As a reaction SMILES: [C:26](=[O:27])([O-:28])[O-:29].[CH3:14][N:15]([C:16](=[O:17])[c:18]1[cH:19][c:20]([OH:24])[cH:21][cH:22][cH:23]1)[CH3:25].[CH3:1][S:2][c:3]1[n:4][c:5]([Cl:13])[c:6]([N+:10](=[O:11])[O-:12])[c:7]([Cl:9])[n:8]1.[Cs+:30].[Cs+:31]>>[CH3:1][S:2][c:3]1[n:4][c:5]([Cl:13])[c:6]([N+:10](=[O:11])[O-:12])[c:7]([O:24][c:20]2[cH:19][c:18]([C:16]([N:15]([CH3:14])[CH3:25])=[O:17])[cH:23][cH:22][cH:21]2)[n:8]1.